From a dataset of the Open Reaction Database (ORD), a public repository of structured organic reaction records. describe an organic reaction: reactants, conditions, products, and yield The product is O=C(Nc1ccc(Cl)cc1)NS(=O)(=O)c1ccc2sccc2c1. As a reaction SMILES: [Cl:14][c:15]1[cH:16][cH:17][c:18]([N:21]=[C:22]=[O:23])[cH:19][cH:20]1.[s:1]1[c:2]2[c:3]([cH:4][cH:5]1)[cH:6][c:7]([S:10](=[O:11])(=[O:12])[NH2:13])[cH:8][cH:9]2>>[s:1]1[c:2]2[c:3]([cH:4][cH:5]1)[cH:6][c:7]([S:10](=[O:11])(=[O:12])[NH:13][C:22]([NH:21][c:18]1[cH:17][cH:16][c:15]([Cl:14])[cH:20][cH:19]1)=[O:23])[cH:8][cH:9]2. The reactants are O=C=Nc1ccc(Cl)cc1, NS(=O)(=O)c1ccc2sccc2c1. The reactants are C(C)C1C(C1)(C(=O)OCC)C1=CC=CC=C1 (ethyl 2-ethyl-1-phenylcyclopropane-1-carboxylate), CN(C)CCO (N,N-dimethylaminoethanol). Yields the product C(C)C1C(C1)(C(=O)OCCN(C)C)C1=CC=CC=C1 (2-(N,N-dimethylamino)ethyl 2-ethyl-1-phenylcyclopropane-1-carboxylate). Reaction SMILES: [CH2:1]([CH:3]1[CH2:5][C:4]1([C:11]1[CH:16]=[CH:15][CH:14]=[CH:13][CH:12]=1)[C:6]([O:8][CH2:9][CH3:10])=[O:7])[CH3:2].[CH3:17][N:18](CCO)[CH3:19]>>[CH2:1]([CH:3]1[CH2:5][C:4]1([C:11]1[CH:12]=[CH:13][CH:14]=[CH:15][CH:16]=1)[C:6]([O:8][CH2:9][CH2:10][N:18]([CH3:19])[CH3:17])=[O:7])[CH3:2]. Procedure details: In accordance with the procedure described in Example IV, ethyl 2-ethyl-1-phenylcyclopropane-1-carboxylate was reacted with N,N-dimethylaminoethanol to obtain 2-(N,N-dimethylamino)ethyl 2-ethyl-1-phenylcyclopropane-1-carboxylate. Starting materials: C(C)OC(=O)C1=CC=C2C(=C(NC2=C1)C(C)(C)C)C(NCC1=CC(=C(C=C1)F)F)=O (ethyl2-tert-butyl-3-(3,4-difluorobenzylcarbamoyl)-1H-indole-6-carboxylate), C(C)OC(=O)C1=CC=C2C(=C(NC2=C1)C(C)(C)C)C(NCC1=CC(=C(C=C1)F)F)=O (ethyl2-tert-butyl-3-(3,4-difluorobenzylcarbamoyl)-1H-indole-6-carboxylate), C(C1=CC=CC=C1)Br (benzyl bromide), C(=O)([O-])[O-].[K+].[K+] (K2CO3). Run in CN(C)C=O (DMF), CCOC(=O)C (EtOAc). Reaction conditions: time 24 hour. Product: C(C1=CC=CC=C1)N1C(=C(C2=CC=C(C=C12)C(=O)OCC)C(NCC1=CC(=C(C=C1)F)F)=O)C(C)(C)C (Ethyl 1-Benzyl-2-tert-butyl-3-(3,4-difluorobenzylcarbamoyl)-1H-indole-6-carboxylate). RXN SMILES: [CH2:1]([O:3][C:4]([C:6]1[CH:14]=[C:13]2[C:9]([C:10]([C:19](=[O:30])[NH:20][CH2:21][C:22]3[CH:27]=[CH:26][C:25]([F:28])=[C:24]([F:29])[CH:23]=3)=[C:11]([C:15]([CH3:18])([CH3:17])[CH3:16])[NH:12]2)=[CH:8][CH:7]=1)=[O:5])[CH3:2].[CH2:31](Br)[C:32]1[CH:37]=[CH:36][CH:35]=[CH:34][CH:33]=1.C([O-])([O-])=O.[K+].[K+]>CN(C=O)C.CCOC(C)=O>[CH2:31]([N:12]1[C:13]2[C:9](=[CH:8][CH:7]=[C:6]([C:4]([O:3][CH2:1][CH3:2])=[O:5])[CH:14]=2)[C:10]([C:19](=[O:30])[NH:20][CH2:21][C:22]2[CH:27]=[CH:26][C:25]([F:28])=[C:24]([F:29])[CH:23]=2)=[C:11]1[C:15]([CH3:18])([CH3:17])[CH3:16])[C:32]1[CH:37]=[CH:36][CH:35]=[CH:34][CH:33]=1 |f:2.3.4|. Procedure details: To a solution of ethyl2-tert-butyl-3-(3,4-difluorobenzylcarbamoyl)-1H-indole-6-carboxylate (Compound 115, 33 mg, 0.080 mmol) in DMF (1 ml) was added benzyl bromide (47 μl, 0.40 mmol) and K2CO3 (33 mg, 0.24 mmol). The mixture was stirred at room temperature for 24 h, diluted with EtOAc, washed with H2O and brine, dried over Na2SO4, and concentrated in vacuo. The residue was purified by chromatography on silica gel (0→30% EtOAc-hexanes) followed by PTLC (5% MeOH—CH2Cl2) to yield the title compound... Starting materials: N1C(COCC1)C(=O)O (morpholine-3-carboxylic acid), Cl (HCl), C(C)O (ethanol). Yields the product N1C(COCC1)C(=O)OCC (ethyl morpholine-3-carboxylate). As a reaction SMILES: [NH:1]1[CH2:6][CH2:5][O:4][CH2:3][CH:2]1[C:7]([OH:9])=[O:8].Cl.[CH2:11](O)[CH3:12]>>[NH:1]1[CH2:6][CH2:5][O:4][CH2:3][CH:2]1[C:7]([O:9][CH2:11][CH3:12])=[O:8]. Reported procedure: A solution of morpholine-3-carboxylic acid (4.035 g; 30.8 mmol) in ethanol (250 ml) was saturated with gaseous HCl, then stirred for a week. The solvent was evaporated and the residue taken up in water and made basic (pH˜10) with sodium hydrogen carbonate and sodium carbonate. The mixture was then extracted with dichloromethane (7×), the combined extracts dried (Na2SO4) and the solvent evaporated to give ethyl morpholine-3-carboxylate (746 mg). EIMS: m/z=160.4 [M+H]+. This ester derivative and l... RXN SMILES: [CH2:21]1[O:22][CH2:23][CH2:24][CH2:25]1.[CH3:3][OH:4].[Cl-:1].[N+:5]([O-:6])(=[O:7])[c:8]1[cH:9][cH:10][c:11]([N:14]2[CH2:15][CH2:16][O:17][CH2:18][CH2:19]2)[cH:12][cH:13]1.[NH4+:2].[OH2:20].[Zn:26]>>[NH2:5][c:8]1[cH:9][cH:10][c:11]([N:14]2[CH2:15][CH2:16][O:17][CH2:18][CH2:19]2)[cH:12][cH:13]1. Yields the product Nc1ccc(N2CCOCC2)cc1. Reactants: C1CCOC1, CO, [Cl-], O=[N+]([O-])c1ccc(N2CCOCC2)cc1, [NH4+], O, [Zn].